This data is from the Open Reaction Database (ORD), a public repository of structured organic reaction records. The task is: describe an organic reaction: reactants, conditions, products, and yield Starting materials: ice, [BH4-].[Na+] (sodium borohydride), FC=1C=C(C[C@@H]([C@@H](CNCC2=CC(=CC=C2)CC)O)NC(=O)C=2C=C3C(CCC3=CC2)=O)C=C(C1)F (N-{(1S,2R)-1-(3,5-difluorobenzyl)-3-[(3-ethylbenzyl)amino]-2-hydroxypropyl}-3-oxoindane-5-carboxamide), CCCCCC(C)COC(=O)C1=CC=NC=C1 (SP-201). The solvent is CO (methanol). Run at time 3 hour. The product is FC=1C=C(C[C@@H]([C@@H](CNCC2=CC(=CC=C2)CC)O)NC(=O)C=2C=C3C(CCC3=CC2)O)C=C(C1)F (N-{(1S,2R)-1-(3,5-Difluorobenzyl)-3-[(3-ethylbenzyl)amino]-2-hydroxypropyl}-3-hydroxyindane-5-carboxamide). As a reaction SMILES: [F:1][C:2]1[CH:3]=[C:4]([CH:33]=[C:34]([F:36])[CH:35]=1)[CH2:5][C@H:6]([NH:20][C:21]([C:23]1[CH:24]=[C:25]2[C:29](=[CH:30][CH:31]=1)[CH2:28][CH2:27][C:26]2=[O:32])=[O:22])[C@H:7]([OH:19])[CH2:8][NH:9][CH2:10][C:11]1[CH:16]=[CH:15][CH:14]=[C:13]([CH2:17][CH3:18])[CH:12]=1.CCCCCC(COC(C1C=CN=CC=1)=O)C.[BH4-].[Na+]>CO>[F:1][C:2]1[CH:3]=[C:4]([CH:33]=[C:34]([F:36])[CH:35]=1)[CH2:5][C@H:6]([NH:20][C:21]([C:23]1[CH:24]=[C:25]2[C:29](=[CH:30][CH:31]=1)[CH2:28][CH2:27][CH:26]2[OH:32])=[O:22])[C@H:7]([OH:19])[CH2:8][NH:9][CH2:10][C:11]1[CH:16]=[CH:15][CH:14]=[C:13]([CH2:17][CH3:18])[CH:12]=1 |f:2.3|. Procedure details: To an ice-cold solution of N-{(1S,2R)-1-(3,5-difluorobenzyl)-3-[(3-ethylbenzyl)amino]-2-hydroxypropyl}-3-oxoindane-5-carboxamide prepared by the method in Example SP-201 (66 mg, 0.13 mmol) in methanol (3 mL) is added sodium borohydride (20 mg, 0.52 mmol). The reaction stirred at room temperature 3 h. The reaction is concentrated under reduced pressure, redissolved in water (3 mL) and partitioned into ethyl acetate. The organic layer is washed with water, saturated sodium bicarbonate, and brine, ... Starting materials: C(=O)N[C@H]1[C@@H]2N(C(=C(CS2)COC(C)=O)C(=O)O)C1=O (7β-formamido-3-acetoxymethylceph-3-em-4-carboxylic acid), CC1=NN=C(S1)S (5-methyl-1,3,4-thiadiazole-2-thiol), P(O)(O)(O)=O (phosphoric acid). Solvent: P(=O)([O-])([O-])[O-] (phosphate). The product is C(=O)N[C@H]1[C@@H]2N(C(=C(CS2)CSC=2SC(=NN2)C)C(=O)O)C1=O (7β-Formamido-3-(5-methyl-1,3,4-thiadiazol-2-yl)thiomethylceph-3-em-4-carboxylic acid). The yield is 31.5%. As a reaction SMILES: [CH:1]([NH:3][C@@H:4]1[C:19](=[O:20])[N:6]2[C:7]([C:16]([OH:18])=[O:17])=[C:8]([CH2:11]OC(=O)C)[CH2:9][S:10][C@H:5]12)=[O:2].[CH3:21][C:22]1[S:26][C:25]([SH:27])=[N:24][N:23]=1.P(=O)(O)(O)O>P([O-])([O-])([O-])=O>[CH:1]([NH:3][C@@H:4]1[C:19](=[O:20])[N:6]2[C:7]([C:16]([OH:18])=[O:17])=[C:8]([CH2:11][S:27][C:25]3[S:26][C:22]([CH3:21])=[N:23][N:24]=3)[CH2:9][S:10][C@H:5]12)=[O:2]. Procedure: A solution of 7β-formamido-3-acetoxymethylceph-3-em-4-carboxylic acid (24.0 g) and 5-methyl-1,3,4-thiadiazole-2-thiol (10.56 g) in M. pH 6.4 phosphate buffer (600 ml.) was heated at 60° for 41/2 hours. The solution was cooled to 20° and the pH was adjusted from 6 to 5 with phosphoric acid. The solution was extracted with ethyl acetate the pH of the aqueous layer was taken to 2 with phosphoric acid and the product was extracted into ethyl acetate. The extract was washed with brine, dried and conc... Reactants: ClCCCl, O=C(Cl)C(=O)Cl, NC(=O)c1cc(Cl)nc(Cl)c1. Product: O=C=NC(=O)c1cc(Cl)nc(Cl)c1. Reaction SMILES: [CH2:18]([Cl:19])[CH2:20][Cl:21].[Cl:12][C:13](=[O:14])[C:15]([Cl:16])=[O:17].[Cl:1][c:2]1[cH:3][c:4]([C:5](=[O:6])[NH2:7])[cH:8][c:9]([Cl:11])[n:10]1>>[Cl:1][c:2]1[cH:3][c:4]([C:5](=[O:6])[N:7]=[C:13]=[O:14])[cH:8][c:9]([Cl:11])[n:10]1. The reactants are Nc1scc(Br)c1-c1ncn[nH]1, O=C(O)Cn1c(=O)ccc2ccc(OC(F)(F)F)cc21. The product is O=C(Cn1c(=O)ccc2ccc(OC(F)(F)F)cc21)Nc1scc(Br)c1-c1ncn[nH]1. Reaction SMILES: [Br:21][c:22]1[c:23](-[c:28]2[n:29][cH:30][n:31][nH:32]2)[c:24]([NH2:27])[s:25][cH:26]1.[O:1]=[c:2]1[n:3]([CH2:17][C:18](=[O:19])[OH:20])[c:4]2[cH:5][c:6]([O:12][C:13]([F:14])([F:15])[F:16])[cH:7][cH:8][c:9]2[cH:10][cH:11]1>>[O:1]=[c:2]1[n:3]([CH2:17][C:18](=[O:20])[NH:27][c:24]2[c:23](-[c:28]3[n:29][cH:30][n:31][nH:32]3)[c:22]([Br:21])[cH:26][s:25]2)[c:4]2[cH:5][c:6]([O:12][C:13]([F:14])([F:15])[F:16])[cH:7][cH:8][c:9]2[cH:10][cH:11]1. The reactants are C(C=C)OC1=C(C=CC=C1)S(=O)(=O)N(C([O-])=O)C1=CC=CC=C1 (N-(2-allyloxyphenylsulfonyl)phenylcarbamate), NC1=NC(=NC(=N1)OC)C (2-amino-4-methoxy-6-methyl-1,3,5-triazine). Run in O1CCOCC1 (dioxane). Run at temperature 20 celsius. Yields the product C(C=C)OC1=C(C=CC=C1)S(=O)(=O)NC(=O)NC1=NC(=NC(=N1)OC)C (N-(2-allyloxyphenylsulfonyl)-N'-(4-methoxy-6-methyl-1,3,5-triazin-2-yl)urea). Isolated yield 52.8%. As a reaction SMILES: [CH2:1]([O:4][C:5]1[CH:10]=[CH:9][CH:8]=[CH:7][C:6]=1[S:11]([N:14](C1C=CC=CC=1)[C:15](=[O:17])[O-])(=[O:13])=[O:12])[CH:2]=[CH2:3].[NH2:24][C:25]1[N:30]=[C:29]([O:31][CH3:32])[N:28]=[C:27]([CH3:33])[N:26]=1>O1CCOCC1>[CH2:1]([O:4][C:5]1[CH:10]=[CH:9][CH:8]=[CH:7][C:6]=1[S:11]([NH:14][C:15]([NH:24][C:25]1[N:30]=[C:29]([O:31][CH3:32])[N:28]=[C:27]([CH3:33])[N:26]=1)=[O:17])(=[O:12])=[O:13])[CH:2]=[CH2:3]. Reported procedure: A mixture of 3.33 g of N-(2-allyloxyphenylsulfonyl)phenylcarbamate and 1.4 g of 2-amino-4-methoxy-6-methyl-1,3,5-triazine in 30 ml of absolute dioxane is heated to reflux for 1/2 hour, then cooled to 20° C., filtered, evaporated to dryness, and the residue is crystallised from ether. Recrystallisation from ethyl acetate/petroleum ether (1:1) yields 2 g of N-(2-allyloxyphenylsulfonyl)-N'-(4-methoxy-6-methyl-1,3,5-triazin-2-yl)urea with a melting point of 146°-147° C. The product is BrC=1C=C(C=CC1F)CN(C)CC=1C=C(C(=O)NCC=2C(=C3C(=NC2CC)N(N=C3)CC)NC3CCOCC3)C=CC1 (3-{[[(3-Bromo-4-fluorophenyl)methyl](methyl)amino]methyl}-N-{[1,6-diethyl-4-(tetrahydro-2H-pyran-4-ylamino)-1H-pyrazolo[3,4-b]pyridin-5-yl]methyl}benzamide). The reactants are ClCC=1C=C(C(=O)NCC=2C(=C3C(=NC2CC)N(N=C3)CC)NC3CCOCC3)C=CC1 (3-(chloromethyl)-N-{[1,6-diethyl-4-(tetrahydro-2H-pyran-4-ylamino)-1H-pyrazolo[3,4-b]pyridin-5-yl]methyl}benzamide), BrC=1C=C(C=CC1F)CNC ([(3-bromo-4-fluorophenyl)methyl]methylamine), CCOC(=O)C (EtOAc). RXN SMILES: Cl[CH2:2][C:3]1[CH:4]=[C:5]([CH:30]=[CH:31][CH:32]=1)[C:6]([NH:8][CH2:9][C:10]1[C:11]([NH:23][CH:24]2[CH2:29][CH2:28][O:27][CH2:26][CH2:25]2)=[C:12]2[CH:20]=[N:19][N:18]([CH2:21][CH3:22])[C:13]2=[N:14][C:15]=1[CH2:16][CH3:17])=[O:7].[Br:33][C:34]1[CH:35]=[C:36]([CH2:41][NH:42][CH3:43])[CH:37]=[CH:38][C:39]=1[F:40].CCOC(C)=O>CN(C=O)C>[Br:33][C:34]1[CH:35]=[C:36]([CH2:41][N:42]([CH2:2][C:3]2[CH:4]=[C:5]([CH:30]=[CH:31][CH:32]=2)[C:6]([NH:8][CH2:9][C:10]2[C:11]([NH:23][CH:24]3[CH2:29][CH2:28][O:27][CH2:26][CH2:25]3)=[C:12]3[CH:20]=[N:19][N:18]([CH2:21][CH3:22])[C:13]3=[N:14][C:15]=2[CH2:16][CH3:17])=[O:7])[CH3:43])[CH:37]=[CH:38][C:39]=1[F:40]. Run in CN(C)C=O (DMF). Isolated yield 93.4%. Reaction conditions: time 66 hour. Procedure: To a solution of 3-(chloromethyl)-N-{[1,6-diethyl-4-(tetrahydro-2H-pyran-4-ylamino)-1H-pyrazolo[3,4-b]pyridin-5-yl]methyl}benzamide (0.284 g, 0.623 mmol) in DMF (2.5 mL) was added [(3-bromo-4-fluorophenyl)methyl]methylamine (0.436 g, 2.0 mmol). This mixture was stirred at room temperature for 66 h. Then EtOAc (50 mL) was added and that solution washed with H2O (7.5+2×5 mL), brine (5 mL), dried over Na2SO4. The dried organic solution was filtered, concentrated and purified by CombiFlash chromatog... Reaction SMILES: [C:1]1([CH2:7][CH2:8][CH2:9][NH:10][CH2:11][CH2:12][NH:13][C:14]([CH:16]2[CH2:20][S:19][CH:18]([C:21]3[CH:22]=[N:23][CH:24]=[CH:25][CH:26]=3)[NH:17]2)=[O:15])[CH:6]=[CH:5][CH:4]=[CH:3][CH:2]=1.[C:27]1([CH3:35])[CH:32]=[CH:31][C:30]([CH:33]=O)=[CH:29][CH:28]=1>C1(C)C=CC=CC=1>[C:1]1([CH2:7][CH2:8][CH2:9][N:10]2[CH2:11][CH2:12][N:13]([C:14]([CH:16]3[CH2:20][S:19][CH:18]([C:21]4[CH:22]=[N:23][CH:24]=[CH:25][CH:26]=4)[NH:17]3)=[O:15])[CH:35]2[C:27]2[CH:32]=[CH:31][C:30]([CH3:33])=[CH:29][CH:28]=2)[CH:2]=[CH:3][CH:4]=[CH:5][CH:6]=1. Solvent: C1(=CC=CC=C1)C (toluene). Starting materials: C1(=CC=CC=C1)CCCNCCNC(=O)C1NC(SC1)C=1C=NC=CC1 (N-(3-phenylpropylaminoethyl)-2-(3-pyridyl)thiazolidine-4-carboxamide), C1(=CC=C(C=C1)C=O)C (p-tolualdehyde), ( 4A ). Reaction conditions: temperature 120 celsius. The product is C1(=CC=CC=C1)CCCN1C(N(CC1)C(=O)C1NC(SC1)C=1C=NC=CC1)C1=CC=C(C=C1)C (1-(3-phenylpropyl)-3-[2-(3-pyridyl)thiazolidin-4-ylcarbonyl]-2-(4-tolyl)imidazolidine). The yield is 5.2%. Reported procedure: A mixture of 50 mg of N-(3-phenylpropylaminoethyl)-2-(3-pyridyl)thiazolidine-4-carboxamide, 17 mg of p-tolualdehyde, 100 mg of molecular sieve (4A) and 2 ml of toluene was heated in a sealed tube at 120° C. for 8 hours. The reaction mixture was filtered, the filtrate was concentrated under reduced pressure, and the residue was subjected to preparative thin layer chromatography (development with 2% methanol-ethyl acetate being made twice; Rf value=0.15) to give 3.3 mg of 1-(3-phenylpropyl)-3-[2-(... Starting materials: [Li]CCCC, CN(C)C=O, CC(C)NC(C)C, CC(C)[N-]C(C)C, Clc1ccncc1, Cl, [Li+], C1CCOC1, O. Product: O=Cc1cnccc1Cl. Reaction SMILES: [CH2:9]([Li:10])[CH2:11][CH2:12][CH3:13].[CH3:29][N:30]([CH:31]=[O:32])[CH3:33].[CH:14]([NH:15][CH:16]([CH3:17])[CH3:18])([CH3:19])[CH3:20].[CH:1]([N-:2][CH:3]([CH3:4])[CH3:5])([CH3:6])[CH3:7].[Cl:22][c:23]1[cH:24][cH:25][n:26][cH:27][cH:28]1.[ClH:21].[Li+:8].[O:34]1[CH2:35][CH2:36][CH2:37][CH2:38]1.[OH2:39]>>[Cl:22][c:23]1[c:24]([CH:31]=[O:32])[cH:25][n:26][cH:27][cH:28]1. Starting materials: COP(OC)OC, O=C(COc1ccccc1)NC1C(=O)N2C(C(=O)OC(c3ccccc3)c3ccccc3)=C(Br)CCC12. Product: COP(=O)(OC)C1=C(C(=O)OC(c2ccccc2)c2ccccc2)N2C(=O)C(NC(=O)COc3ccccc3)C2CC1. RXN SMILES: [P:38]([O:39][CH3:40])([O:41][CH3:42])[O:43][CH3:44].[c:1]1([CH:7]([c:8]2[cH:9][cH:10][cH:11][cH:12][cH:13]2)[O:14][C:15](=[O:16])[C:17]2=[C:24]([Br:25])[CH2:23][CH2:22][CH:21]3[N:18]2[C:19](=[O:37])[CH:20]3[NH:26][C:27]([CH2:28][O:29][c:30]2[cH:31][cH:32][cH:33][cH:34][cH:35]2)=[O:36])[cH:2][cH:3][cH:4][cH:5][cH:6]1>>[c:1]1([CH:7]([c:8]2[cH:9][cH:10][cH:11][cH:12][cH:13]2)[O:14][C:15](=[O:16])[C:17]2=[C:24]([P:38]([O:39][CH3:40])([O:41][CH3:42])=[O:43])[CH2:23][CH2:22][CH:21]3[N:18]2[C:19](=[O:37])[CH:20]3[NH:26][C:27]([CH2:28][O:29][c:30]2[cH:31][cH:32][cH:33][cH:34][cH:35]2)=[O:36])[cH:2][cH:3][cH:4][cH:5][cH:6]1.